From a dataset of the Open Reaction Database (ORD), a public repository of structured organic reaction records. describe an organic reaction: reactants, conditions, products, and yield The reactants are C(C1=CC=CC=C1)C1=C(N)C=CC=C1 (2-benzylaniline), BrCCCCCC(=O)Cl (6-bromohexanoyl chloride). The product is C(C1=CC=CC=C1)C1=C(C=CC=C1)NC(CCCCCBr)=O (2-benzyl-1-(6-bromohexanoylamino)benzene). As a reaction SMILES: [CH2:1]([C:8]1[CH:14]=[CH:13][CH:12]=[CH:11][C:9]=1[NH2:10])[C:2]1[CH:7]=[CH:6][CH:5]=[CH:4][CH:3]=1.[Br:15][CH2:16][CH2:17][CH2:18][CH2:19][CH2:20][C:21](Cl)=[O:22]>>[CH2:1]([C:8]1[CH:14]=[CH:13][CH:12]=[CH:11][C:9]=1[NH:10][C:21](=[O:22])[CH2:20][CH2:19][CH2:18][CH2:17][CH2:16][Br:15])[C:2]1[CH:3]=[CH:4][CH:5]=[CH:6][CH:7]=1. Procedure: 2-benzylaniline and 6-bromohexanoyl chloride were used to produce the above compound in the same way as Reference Example 8. Reactants: CC(=O)O, O=C(Cc1ccc(Cl)c(Cl)c1)N1CCNC2CCCC(N3CCCC3)C21, ClCCl, O=Cc1cnc[nH]1. Yields the product O=C(Cc1ccc(Cl)c(Cl)c1)N1CCN(Cc2cnc[nH]2)C2CCCC(N3CCCC3)C21. RXN SMILES: [CH3:34][C:35](=[O:36])[OH:37].[Cl:1][c:2]1[cH:3][c:4]([CH2:9][C:10](=[O:11])[N:12]2[CH2:13][CH2:14][NH:15][CH:16]3[CH2:17][CH2:18][CH2:19][CH:20]([N:22]4[CH2:23][CH2:24][CH2:25][CH2:26]4)[CH:21]23)[cH:5][cH:6][c:7]1[Cl:8].[Cl:38][CH2:39][Cl:40].[nH:27]1[cH:28][n:29][cH:30][c:31]1[CH:32]=[O:33]>>[Cl:1][c:2]1[cH:3][c:4]([CH2:9][C:10](=[O:11])[N:12]2[CH2:13][CH2:14][N:15]([CH2:32][c:31]3[nH:27][cH:28][n:29][cH:30]3)[CH:16]3[CH2:17][CH2:18][CH2:19][CH:20]([N:22]4[CH2:23][CH2:24][CH2:25][CH2:26]4)[CH:21]23)[cH:5][cH:6][c:7]1[Cl:8]. The product is COc1ccc(CN(c2nncs2)S(=O)(=O)c2cc(Cl)c(Oc3ccc(C(F)(F)F)cc3-c3cn(C4CCCCO4)nc3[N+](=O)[O-])cc2F)c(OC)c1. The reactants are O=C([O-])[O-], CS(C)=O, CCOC(C)=O, COc1ccc(CN(c2nncs2)S(=O)(=O)c2cc(Cl)c(F)cc2F)c(OC)c1, [K+], [K+], O=[N+]([O-])c1nn(C2CCCCO2)cc1-c1cc(C(F)(F)F)ccc1O. RXN SMILES: [C:26](=[O:27])([O-:28])[O-:29].[CH3:61][S:62](=[O:63])[CH3:64].[CH3:65][CH2:66][O:67][C:68](=[O:69])[CH3:70].[Cl:32][c:33]1[c:34]([F:60])[cH:35][c:36]([F:59])[c:37]([S:39](=[O:40])(=[O:41])[N:42]([c:43]2[s:44][cH:45][n:46][n:47]2)[CH2:48][c:49]2[c:50]([O:57][CH3:58])[cH:51][c:52]([O:55][CH3:56])[cH:53][cH:54]2)[cH:38]1.[K+:30].[K+:31].[N+:1](=[O:2])([O-:3])[c:4]1[n:5][n:6]([CH:20]2[O:21][CH2:22][CH2:23][CH2:24][CH2:25]2)[cH:7][c:8]1-[c:9]1[c:10]([OH:19])[cH:11][cH:12][c:13]([C:15]([F:16])([F:17])[F:18])[cH:14]1>>[N+:1](=[O:2])([O-:3])[c:4]1[n:5][n:6]([CH:20]2[O:21][CH2:22][CH2:23][CH2:24][CH2:25]2)[cH:7][c:8]1-[c:9]1[c:10]([O:19][c:34]2[c:33]([Cl:32])[cH:38][c:37]([S:39](=[O:40])(=[O:41])[N:42]([c:43]3[s:44][cH:45][n:46][n:47]3)[CH2:48][c:49]3[c:50]([O:57][CH3:58])[cH:51][c:52]([O:55][CH3:56])[cH:53][cH:54]3)[c:36]([F:59])[cH:35]2)[cH:11][cH:12][c:13]([C:15]([F:16])([F:17])[F:18])[cH:14]1. Product: NC=1O[C@@H](C[C@@](N1)(C)C=1C=C(C=CC1F)NC(=O)C=1N=C(OC1)CF)C(F)(F)F (N-(3-((4S,6S)-2-Amino-4-methyl-6-(trifluoromethyl)-5,6-dihydro-4H-1,3-oxazin-4-yl)-4-fluorophenyl)-2-(fluoromethyl)oxazole-4-carboxamide). Starting materials: NC=1C=CC(=C(C1)[C@]1(N=C(O[C@@H](C1)C(F)(F)F)N)C)F ((4S,6S)-4-(5-amino-2-fluorophenyl)-4-methyl-6-(trifluoromethyl)-5,6-dihydro-4H-1,3-oxazin-2-amine), FCC=1OC=C(N1)C(=O)O (2-(fluoromethyl)oxazole-4-carboxylic acid). RXN SMILES: [NH2:1][C:2]1[CH:3]=[CH:4][C:5]([F:20])=[C:6]([C@:8]2([CH3:19])[CH2:13][C@@H:12]([C:14]([F:17])([F:16])[F:15])[O:11][C:10]([NH2:18])=[N:9]2)[CH:7]=1.[F:21][CH2:22][C:23]1[O:24][CH:25]=[C:26]([C:28](O)=[O:29])[N:27]=1>>[NH2:18][C:10]1[O:11][C@H:12]([C:14]([F:16])([F:17])[F:15])[CH2:13][C@:8]([C:6]2[CH:7]=[C:2]([NH:1][C:28]([C:26]3[N:27]=[C:23]([CH2:22][F:21])[O:24][CH:25]=3)=[O:29])[CH:3]=[CH:4][C:5]=2[F:20])([CH3:19])[N:9]=1. Procedure details: The coupling of (4S,6S)-4-(5-amino-2-fluorophenyl)-4-methyl-6-(trifluoromethyl)-5,6-dihydro-4H-1,3-oxazin-2-amine (XI-1) and 2-(fluoromethyl)oxazole-4-carboxylic acid [D. Banner et al. WO2011069934 (2011)] following General Procedure F yielded the title compound as a colorless solid. MS: m/z=419.5 [M+H]+.